This data is from the Open Reaction Database (ORD), a public repository of structured organic reaction records. The task is: describe an organic reaction: reactants, conditions, products, and yield Reactants: C(C)OC1=CC(OC=C1C(=O)OCC)=O (ethyl 4-ethoxy-2-oxo-2H-pyran-5-carboxylate), C1(C=CC(C=C1)=O)=O (1,4-benzoquinone). The reagents and catalysts are O=[Mn]=O (MnO2). The solvent is C1=CC(=CC=C1Cl)Cl (dichlorobenzene). Product: C(C)OC=1C=C2C(C=CC(C2=CC1C(=O)OCC)=O)=O (Ethyl 6-ethoxy-1,4-naphthoquinone-7-carboxylate). RXN SMILES: [CH2:1]([O:3][C:4]1[C:9]([C:10]([O:12][CH2:13][CH3:14])=[O:11])=[CH:8]O[C:6](=O)[CH:5]=1)[CH3:2].[C:16]1(=[O:23])C=[CH:20][C:19](=[O:22])[CH:18]=[CH:17]1>C1C(Cl)=CC=C(Cl)C=1.O=[Mn]=O>[CH2:1]([O:3][C:4]1[CH:5]=[C:6]2[C:20](=[CH:8][C:9]=1[C:10]([O:12][CH2:13][CH3:14])=[O:11])[C:19](=[O:22])[CH:18]=[CH:17][C:16]2=[O:23])[CH3:2]. Procedure details: 0.42 g (0.002 mol) of ethyl 4-ethoxy-2-oxo-2H-pyran-5-carboxylate, 1.08 g (0.01 mol) of 1,4-benzoquinone and 0.54 g (0.0062 mol) of MnO2 in 4.8 ml of dichlorobenzene are heated at 180° C. for 12 hours. The resulting reaction mixture is chromatographed over a column of 30 g of silica gel 60 (mobile phase 99:1 CH2Cl2 /acetone, 0.3 bar excess pressure). This gives 0.41 g (75.9%) of crystals of melting point 60°-62° C. The reactants are CN(C)C=O, Clc1cccc2nccn12, [H-], [Na+], O, O=C(c1cccs1)N1CCC(O)CC1. The product is O=C(c1cccs1)N1CCC(Oc2cccc3nccn23)CC1. RXN SMILES: [CH3:28][N:29]([CH3:30])[CH:31]=[O:32].[Cl:17][c:18]1[cH:19][cH:20][cH:21][c:22]2[n:23]1[cH:24][cH:25][n:26]2.[H-:1].[Na+:2].[OH2:27].[s:3]1[c:4]([C:8](=[O:9])[N:10]2[CH2:11][CH2:12][CH:13]([OH:16])[CH2:14][CH2:15]2)[cH:5][cH:6][cH:7]1>>[s:3]1[c:4]([C:8](=[O:9])[N:10]2[CH2:11][CH2:12][CH:13]([O:16][c:18]3[cH:19][cH:20][cH:21][c:22]4[n:23]3[cH:24][cH:25][n:26]4)[CH2:14][CH2:15]2)[cH:5][cH:6][cH:7]1. Starting materials: CN(CCCCN)C(=O)OC(C)(C)C, CC(C)(c1ccc(Cl)cc1)c1cccnc1C=O. Product: CN(CCCCNCc1ncccc1C(C)(C)c1ccc(Cl)cc1)C(=O)OC(C)(C)C. Reaction SMILES: [C:1]([CH3:2])([CH3:3])([CH3:4])[O:5][C:6]([N:7]([CH3:8])[CH2:9][CH2:10][CH2:11][CH2:12][NH2:13])=[O:14].[Cl:15][c:16]1[cH:17][cH:18][c:19]([C:22]([CH3:23])([CH3:24])[c:25]2[c:26]([CH:31]=[O:32])[n:27][cH:28][cH:29][cH:30]2)[cH:20][cH:21]1>>[C:1]([CH3:2])([CH3:3])([CH3:4])[O:5][C:6]([N:7]([CH3:8])[CH2:9][CH2:10][CH2:11][CH2:12][NH:13][CH2:31][c:26]1[c:25]([C:22]([c:19]2[cH:18][cH:17][c:16]([Cl:15])[cH:21][cH:20]2)([CH3:23])[CH3:24])[cH:30][cH:29][cH:28][n:27]1)=[O:14]. Reactants: CC(C)S(=O)(=O)Cl, CCN(C(C)C)C(C)C, O=C(O)C(F)(F)F, CS(=O)(=O)c1ccc(N2CCc3c(OC4CCNCC4)ncnc32)c(F)c1. The product is CC(C)S(=O)(=O)N1CCC(Oc2ncnc3c2CCN3c2ccc(S(C)(=O)=O)cc2F)CC1. As a reaction SMILES: [CH3:44][CH:45]([CH3:46])[S:47](=[O:48])(=[O:49])[Cl:50].[CH:35]([N:36]([CH:37]([CH3:38])[CH3:39])[CH2:40][CH3:41])([CH3:42])[CH3:43].[F:1][C:2]([F:3])([F:4])[C:5]([OH:6])=[O:7].[F:8][c:9]1[c:10]([N:19]2[CH2:20][CH2:21][c:22]3[c:23]2[n:24][cH:25][n:26][c:27]3[O:28][CH:29]2[CH2:30][CH2:31][NH:32][CH2:33][CH2:34]2)[cH:11][cH:12][c:13]([S:15](=[O:16])(=[O:17])[CH3:18])[cH:14]1>>[F:8][c:9]1[c:10]([N:19]2[CH2:20][CH2:21][c:22]3[c:23]2[n:24][cH:25][n:26][c:27]3[O:28][CH:29]2[CH2:30][CH2:31][N:32]([S:47]([CH:45]([CH3:44])[CH3:46])(=[O:48])=[O:49])[CH2:33][CH2:34]2)[cH:11][cH:12][c:13]([S:15](=[O:16])(=[O:17])[CH3:18])[cH:14]1. Starting materials: C(C)OC(=O)C=1C=NN(C1)C1=NC(=C2N=CN(C2=N1)[C@H]1[C@@H]([C@@H]([C@H](C1)NC(CC)=O)O)O)NCC(C1=CC=CC=C1)C1=CC=CC=C1 (1-[9-((1R,2S,3R,4S)-2,3-Dihydroxy-4-propionylamino-cyclopentyl)-6-(2,2-diphenyl-ethylamino)-9H-purin-2-yl]-1H-pyrazole-4-carboxylic acid ethyl ester), [OH-].[K+] (KOH). The solvent is CO (MeOH), O (water). Conditions: time 48 hour. Yields the product O[C@H]1[C@@H](C[C@@H]([C@H]1O)NC(CC)=O)N1C2=NC(=NC(=C2N=C1)NCC(C1=CC=CC=C1)C1=CC=CC=C1)N1N=CC(=C1)C(=O)O (1-[9-((1R,2S,3R,4S)-2,3-Dihydroxy-4-propionylamino-cyclopentyl)-6-(2,2-diphenyl-ethylamino)-9H-purin-2-yl]-1H-pyrazole-4-carboxylic acid). As a reaction SMILES: C([O:3][C:4]([C:6]1[CH:7]=[N:8][N:9]([C:11]2[N:19]=[C:18]3[C:14]([N:15]=[CH:16][N:17]3[C@@H:20]3[CH2:24][C@H:23]([NH:25][C:26](=[O:29])[CH2:27][CH3:28])[C@@H:22]([OH:30])[C@H:21]3[OH:31])=[C:13]([NH:32][CH2:33][CH:34]([C:41]3[CH:46]=[CH:45][CH:44]=[CH:43][CH:42]=3)[C:35]3[CH:40]=[CH:39][CH:38]=[CH:37][CH:36]=3)[N:12]=2)[CH:10]=1)=[O:5])C.[OH-].[K+]>O.CO>[OH:31][C@@H:21]1[C@H:22]([OH:30])[C@@H:23]([NH:25][C:26](=[O:29])[CH2:27][CH3:28])[CH2:24][C@H:20]1[N:17]1[CH:16]=[N:15][C:14]2[C:18]1=[N:19][C:11]([N:9]1[CH:10]=[C:6]([C:4]([OH:5])=[O:3])[CH:7]=[N:8]1)=[N:12][C:13]=2[NH:32][CH2:33][CH:34]([C:41]1[CH:42]=[CH:43][CH:44]=[CH:45][CH:46]=1)[C:35]1[CH:40]=[CH:39][CH:38]=[CH:37][CH:36]=1 |f:1.2|. Reported procedure: A solution comprising 1-[9-((1R,2S,3R,4S)-2,3-dihydroxy-4-propionylamino-cyclopentyl)-6-(2,2-diphenyl-ethylamino)-9H-purin-2-yl]-1H-pyrazole-4-carboxylic acid ethyl ester (Example 173 step 1) (0.4 g, 0.64 mmol) in water (3 ml) is treated with 1M KOH in MeOH (6 ml) and stirred at room temperature for 48 h. The solvent is removed in vacuo and the resulting crude product is dissolved in water (5 ml) and acidified to pH 3-4 with 1.5N HCl. The solution is extracted with EtOAc and the organic portion ... Starting materials: CC(C)(C)[Si](C)(C)OCCn1ccc(N)n1, CO, O=C(Nc1ccncc1F)c1cnc2c(Cl)cc(Cl)nn12, CC(C)n1ccc(Nc2cc(Cl)nn3c(C(=O)Nc4ccncc4F)cnc23)n1. Yields the product CC(C)(C)[Si](C)(C)OCCn1ccc(Nc2cc(Cl)nn3c(C(=O)Nc4ccncc4F)cnc23)n1. As a reaction SMILES: [C:22]([CH3:23])([CH3:24])([CH3:25])[Si:26]([O:27][CH2:28][CH2:29][n:30]1[n:31][c:32]([NH2:35])[cH:33][cH:34]1)([CH3:36])[CH3:37].[CH3:67][OH:68].[Cl:1][c:2]1[cH:3][c:4]([Cl:21])[c:5]2[n:6]([n:7]1)[c:8]([C:11](=[O:12])[NH:13][c:14]1[c:15]([F:20])[cH:16][n:17][cH:18][cH:19]1)[cH:9][n:10]2.[Cl:38][c:39]1[cH:40][c:41]([NH:42][c:43]2[cH:44][cH:45][n:46]([CH:47]([CH3:48])[CH3:49])[n:50]2)[c:51]2[n:52]([c:53]([C:54]([NH:55][c:56]3[cH:57][cH:58][n:59][cH:60][c:61]3[F:62])=[O:63])[cH:64][n:65]2)[n:66]1>>[Cl:1][c:2]1[cH:3][c:4]([NH:35][c:32]2[n:31][n:30]([CH2:29][CH2:28][O:27][Si:26]([C:22]([CH3:23])([CH3:24])[CH3:25])([CH3:36])[CH3:37])[cH:34][cH:33]2)[c:5]2[n:6]([n:7]1)[c:8]([C:11](=[O:12])[NH:13][c:14]1[c:15]([F:20])[cH:16][n:17][cH:18][cH:19]1)[cH:9][n:10]2. The product is Cc1c(C(F)(F)F)nn(C(C)C)c1OC(F)F. As a reaction SMILES: [CH3:22][CH:23]([OH:24])[CH3:25].[Cl:17][CH:18]([F:19])[F:20].[K+:16].[OH-:15].[OH2:21].[OH:1][c:2]1[c:3]([CH3:14])[c:4]([C:10]([F:11])([F:12])[F:13])[n:5][n:6]1[CH:7]([CH3:8])[CH3:9]>>[O:1]([c:2]1[c:3]([CH3:14])[c:4]([C:10]([F:11])([F:12])[F:13])[n:5][n:6]1[CH:7]([CH3:8])[CH3:9])[CH:18]([F:19])[F:20]. The reactants are CC(C)O, FC(F)Cl, [K+], [OH-], O, Cc1c(C(F)(F)F)nn(C(C)C)c1O. Reactants: ClC1=CC=C(C2=CC=CC=C12)OCCCC1=C(NC2=C(C=CC=C12)C1=C(C=CC=C1)OC)C(=O)OCC (ethyl 3-(3-(4-chloronaphthalen-1-yloxy)propyl)-7-(2-methoxyphenyl)-1H-indole-2-carboxylate), O[Li].O (LiOH.H2O), Cl (HCl). Run in C1CCOC1 (THF), CO (methanol), O (water). Conditions: time 8 hour. Product: ClC1=CC=C(C2=CC=CC=C12)OCCCC1=C(NC2=C(C=CC=C12)C1=C(C=CC=C1)OC)C(=O)O (3-(3-(4-chloronaphthalen-1-yloxy)propyl)-7-(2-methoxyphenyl)-1H-indole-2-carboxylic acid). As a reaction SMILES: [Cl:1][C:2]1[C:11]2[C:6](=[CH:7][CH:8]=[CH:9][CH:10]=2)[C:5]([O:12][CH2:13][CH2:14][CH2:15][C:16]2[C:24]3[C:19](=[C:20]([C:25]4[CH:30]=[CH:29][CH:28]=[CH:27][C:26]=4[O:31][CH3:32])[CH:21]=[CH:22][CH:23]=3)[NH:18][C:17]=2[C:33]([O:35]CC)=[O:34])=[CH:4][CH:3]=1.O[Li].O.Cl>C1COCC1.CO.O>[Cl:1][C:2]1[C:11]2[C:6](=[CH:7][CH:8]=[CH:9][CH:10]=2)[C:5]([O:12][CH2:13][CH2:14][CH2:15][C:16]2[C:24]3[C:19](=[C:20]([C:25]4[CH:30]=[CH:29][CH:28]=[CH:27][C:26]=4[O:31][CH3:32])[CH:21]=[CH:22][CH:23]=3)[NH:18][C:17]=2[C:33]([OH:35])=[O:34])=[CH:4][CH:3]=1 |f:1.2|. Procedure: A mixture of EXAMPLE 65A (70 mg) in THF (2 mL), methanol (1 mL) and water (1 mL) was treated with LiOH.H2O (100 mg) and stirred at ambient temperature overnight. The mixture was acidified with 5% aqueous HCl and extracted with ethyl acetate. The extract was washed with water, brine and dried (Na2SO4), filtered and concentrated. The concentrate was dissolved in 1:1 DMSO/methanol and purified by reverse phase HPLC (C18, 20 to 100% acetonitrile/water/0.1% TFA). 1H NMR (300 MHz, CDCl3) δ 8.72 (s, 1H...